From a dataset of the Open Reaction Database (ORD), a public repository of structured organic reaction records. describe an organic reaction: reactants, conditions, products, and yield Starting materials: C(C)(C)(C)N1N=C(C=C1C=1SC=CC1)CCC=O (3-(1-tert-butyl-5-(thiophene-2-yl)-1H-pyrazol-3-yl)propanal), [BH-](OC(=O)C)(OC(=O)C)OC(=O)C.[Na+] (NaBH(OAc)3), ClC=1C=C(C=CC1Cl)N1CCNCC1 (1-(3,4-dichlorophenyl)piperazine), CCN(C(C)C)C(C)C (DIPEA). Product: C(C)(C)(C)N1N=C(C=C1C=1SC=CC1)CCCN1CCN(CC1)C1=CC(=C(C=C1)Cl)Cl (1-(3-(1-tert-butyl-5-(thiophene-2-yl)-1H-pyrazol-3-yl)propyl)-4-(3,4-dichlorophenyl)piperazine). RXN SMILES: [C:1]([N:5]1[C:9]([C:10]2[S:11][CH:12]=[CH:13][CH:14]=2)=[CH:8][C:7]([CH2:15][CH2:16][CH:17]=O)=[N:6]1)([CH3:4])([CH3:3])[CH3:2].[Cl:19][C:20]1[CH:21]=[C:22]([N:27]2[CH2:32][CH2:31][NH:30][CH2:29][CH2:28]2)[CH:23]=[CH:24][C:25]=1[Cl:26].CCN(C(C)C)C(C)C.[BH-](OC(C)=O)(OC(C)=O)OC(C)=O.[Na+]>>[C:1]([N:5]1[C:9]([C:10]2[S:11][CH:12]=[CH:13][CH:14]=2)=[CH:8][C:7]([CH2:15][CH2:16][CH2:17][N:30]2[CH2:29][CH2:28][N:27]([C:22]3[CH:23]=[CH:24][C:25]([Cl:26])=[C:20]([Cl:19])[CH:21]=3)[CH2:32][CH2:31]2)=[N:6]1)([CH3:4])([CH3:3])[CH3:2] |f:3.4|. Reported procedure: 92 mg (94%) of target compound was obtained by using a method same as in Example 1 by using 3-(1-tert-butyl-5-(thiophene-2-yl)-1H-pyrazol-3-yl)propanal (50 mg, 0.191 mmol), 1-(3,4-dichlorophenyl)piperazine (44 mg, 0.191 mmol), DIPEA (0.050 mL, 0.287 mmol) and NaBH(OAc)3 (121 mg, 0.573 mmol). The reactants are OC1(CCCCC1)[C@H]1CN(C[C@H](C1)NCC(C)C)C(=O)OC(C)(C)C (tert-Butyl (3R,5S)-3-(1-hydroxycyclohexyl)-5-[(2-methylpropyl)amino]piperidine-1-carboxylate), C(C)(C)N(C(C)C)CC (N,N-diisopropylethylamine), C(C)(C)(C)C1=NC=C(C(=N1)NCCCOC)C(=O)Cl (2-tert-butyl-4-[(3-methoxypropyl)amino]pyrimidine-5-carbonyl chloride). The solvent is ClCCCl (1,2-dichloroethane). Run at time 3 hour. The product is Cl.Cl.C(C)(C)(C)C1=NC=C(C(=N1)NCCCOC)C(=O)N(CC(C)C)[C@@H]1CNC[C@@H](C1)C1(CCCCC1)O (2-tert-butyl-N-[(3S,5R)-5-(1-hydroxycyclohexyl)piperidin-3-yl]-4-[(3-methoxypropyl)amino]-N-(2-methylpropyl)pyrimidine-5-carboxamide dihydrochloride). Isolated yield 0.8%. As a reaction SMILES: [OH:1][C:2]1([C@@H:8]2[CH2:13][C@H:12]([NH:14][CH2:15][CH:16]([CH3:18])[CH3:17])[CH2:11][N:10](C(OC(C)(C)C)=O)[CH2:9]2)[CH2:7][CH2:6][CH2:5][CH2:4][CH2:3]1.C(N(CC)C(C)C)(C)C.[C:35]([C:39]1[N:44]=[C:43]([NH:45][CH2:46][CH2:47][CH2:48][O:49][CH3:50])[C:42]([C:51]([Cl:53])=[O:52])=[CH:41][N:40]=1)([CH3:38])([CH3:37])[CH3:36]>ClCCCl>[ClH:53].[ClH:53].[C:35]([C:39]1[N:44]=[C:43]([NH:45][CH2:46][CH2:47][CH2:48][O:49][CH3:50])[C:42]([C:51]([N:14]([C@H:12]2[CH2:13][C@@H:8]([C:2]3([OH:1])[CH2:3][CH2:4][CH2:5][CH2:6][CH2:7]3)[CH2:9][NH:10][CH2:11]2)[CH2:15][CH:16]([CH3:17])[CH3:18])=[O:52])=[CH:41][N:40]=1)([CH3:38])([CH3:36])[CH3:37] |f:4.5.6|. Procedure: tert-Butyl (3R,5S)-3-(1-hydroxycyclohexyl)-5-[(2-methylpropyl)amino]piperidine-1-carboxylate (0.92 g) and N,N-diisopropylethylamine (1.0 g) were dissolved in 1,2-dichloroethane (10 ml), 2-tert-butyl-4-[(3-methoxypropyl)amino]pyrimidine-5-carbonyl chloride (0.74 g) was added under ice-cooling, and the mixture was stirred at room temperature for 3 hr. The reaction mixture was concentrated, and diluted with aqueous calcium carbonate solution, and the mixture was extracted with ethyl acetate. The ex...